From a dataset of the Open Reaction Database (ORD), a public repository of structured organic reaction records. describe an organic reaction: reactants, conditions, products, and yield Run in O (water). Procedure: To a solution of (1-oxo-2-ethyl-6,7-dichloro-5-indanyloxy)acetic acid (3.03 g., 0.01 mole) and sodium hydroxide (0.5 g., 0.0125 mole) in water (90 ml.) is added aqueous formaldehyde (1 ml., 0.012 mole). The resulting solution is stirred at 20°-25° C. for 41/2 days and acidified with hydrochloric acid. The tan powder which precipitates is recrystallized from ethanol-water affording 1.2 g. of (1-oxo-2-ethyl-2-hydroxymethyl-6,7-dichloro-5-indanyloxy)acetic acid which melts at 155°-157° C. The reactants are Cl (hydrochloric acid), O=C1C(CC2=CC(=C(C(=C12)Cl)Cl)OCC(=O)O)CC ((1-oxo-2-ethyl-6,7-dichloro-5-indanyloxy)acetic acid), [OH-].[Na+] (sodium hydroxide), C=O (formaldehyde). Product: O=C1C(CC2=CC(=C(C(=C12)Cl)Cl)OCC(=O)O)(CO)CC ((1-Oxo-2-ethyl-2-hydroxymethyl-6,7-dichloro-5-indanyloxy)acetic Acid). Conditions: time 2 day. Reaction SMILES: [O:1]=[C:2]1[C:10]2[C:5](=[CH:6][C:7]([O:13][CH2:14][C:15]([OH:17])=[O:16])=[C:8]([Cl:12])[C:9]=2[Cl:11])[CH2:4][CH:3]1[CH2:18][CH3:19].[OH-:20].[Na+].[CH2:22]=O.Cl>O>[O:1]=[C:2]1[C:10]2[C:5](=[CH:6][C:7]([O:13][CH2:14][C:15]([OH:17])=[O:16])=[C:8]([Cl:12])[C:9]=2[Cl:11])[CH2:4][C:3]1([CH2:18][CH3:19])[CH2:22][OH:20] |f:1.2|. The reactants are C(CCCCC)N1C(NC2=C1C=CC=C2)=O (3-n-hexyl-2,3-dihydro-1H-benzimidazol-2-one), ClCCCCCl (1,4-dichlorobutane). Product: ClCCCCN1C(N(C2=C1C=CC=C2)CCCCCC)=O (1-(4-Chlorobutyl)-3-n-hexyl-2,3-dihydro-1H-benzimidazol-2-one). Reaction SMILES: [CH2:1]([N:7]1[C:11]2[CH:12]=[CH:13][CH:14]=[CH:15][C:10]=2[NH:9][C:8]1=[O:16])[CH2:2][CH2:3][CH2:4][CH2:5][CH3:6].[Cl:17][CH2:18][CH2:19][CH2:20][CH2:21]Cl>>[Cl:17][CH2:18][CH2:19][CH2:20][CH2:21][N:9]1[C:10]2[CH:15]=[CH:14][CH:13]=[CH:12][C:11]=2[N:7]([CH2:1][CH2:2][CH2:3][CH2:4][CH2:5][CH3:6])[C:8]1=[O:16]. Procedure details: The compound may be prepared according to the procedure described in J. Het. Chem. 18, 85 (1981) from 3-n-hexyl-2,3-dihydro-1H-benzimidazol-2-one and 1,4-dichlorobutane. Reactants: C(C)OC(=O)C1=C(N=C(S1)Cl)C1=CC=CC=C1 (2-Chloro-4-phenyl-thiazole-5-carboxylic acid ethyl ester). The solvent is O1CCCC1 (tetrahydrofuran), [OH-].[Na+] (NaOH). Run at time 2 hour. The product is ClC=1SC(=C(N1)C1=CC=CC=C1)C(=O)O (2-chloro-4-phenyl-thiazole-5-carboxylic acid). Isolated yield 92.6%. As a reaction SMILES: C([O:3][C:4]([C:6]1[S:10][C:9]([Cl:11])=[N:8][C:7]=1[C:12]1[CH:17]=[CH:16][CH:15]=[CH:14][CH:13]=1)=[O:5])C>O1CCCC1.[OH-].[Na+]>[Cl:11][C:9]1[S:10][C:6]([C:4]([OH:5])=[O:3])=[C:7]([C:12]2[CH:17]=[CH:16][CH:15]=[CH:14][CH:13]=2)[N:8]=1 |f:2.3|. Procedure details: A mixture of 2-Chloro-4-phenyl-thiazole-5-carboxylic acid ethyl ester (1 g, 3.74 mmol) in tetrahydrofuran (10 ml) and NaOH (15%, 4.8 ml) was stirred at room temperature for 2 hr. After removal of tetrahydrofuran, the aqueous was neutralized with aqueous hydrochloric acid (3 N) to ˜pH=3. The solid was filtered and washed with water, dried in air to give 2-chloro-4-phenyl-thiazole-5-carboxylic acid (0.83 g). The acid was then dissolved in acetonitrile, and EDC (0.62 g, 4 mmol) was added. The mixtu... Starting materials: Cc1cc(C)cc(Oc2[nH]c(=O)[nH]c(=O)c2C(C)C)c1, ClCc1ccc2ccccc2n1. The product is Cc1cc(C)cc(Oc2c(C(C)C)c(=O)[nH]c(=O)n2Cc2ccc3ccccc3n2)c1. RXN SMILES: [CH:1]([CH3:2])([CH3:3])[c:4]1[c:5](=[O:20])[nH:6][c:7](=[O:19])[nH:8][c:9]1[O:10][c:11]1[cH:12][c:13]([CH3:18])[cH:14][c:15]([CH3:17])[cH:16]1.[Cl:21][CH2:22][c:23]1[n:24][c:25]2[cH:26][cH:27][cH:28][cH:29][c:30]2[cH:31][cH:32]1>>[CH:1]([CH3:2])([CH3:3])[c:4]1[c:5](=[O:20])[nH:6][c:7](=[O:19])[n:8]([CH2:22][c:23]2[n:24][c:25]3[cH:26][cH:27][cH:28][cH:29][c:30]3[cH:31][cH:32]2)[c:9]1[O:10][c:11]1[cH:12][c:13]([CH3:18])[cH:14][c:15]([CH3:17])[cH:16]1. The reactants are N(=[N+]=[N-])CCOCC(=O)O (2-azidoethoxyacetic acid), S(=O)(Cl)Cl (thionyl chloride). Product: N(=[N+]=[N-])CCOCC(=O)Cl (2-azidoethoxyacetyl chloride). Isolated yield 94.4%. Reaction SMILES: [N:1]([CH2:4][CH2:5][O:6][CH2:7][C:8]([OH:10])=O)=[N+:2]=[N-:3].S(Cl)([Cl:13])=O>>[N:1]([CH2:4][CH2:5][O:6][CH2:7][C:8]([Cl:13])=[O:10])=[N+:2]=[N-:3]. Procedure details: A solution of 2-azidoethoxyacetic acid (2.09 g, 14.4 mmol) in thionyl chloride (5 ml) was stirred at room temperature for 4 h. The excess thionyl chloride was removed under the vacuum of the water aspirator and the residue dissolved in benzene (10 ml, dried over molecular sieves) was evaporated in vacuo. The oil so obtained was dried in vacuo (water pump) over NaOH for 1 h yielding 2.23 g (13.6 mmol, 94.4%) of 2-azidoethoxyacetyl chloride as a colourless oil: 1Hmr (CDCl3) δ: 3.43 (2H, br. t, J=5...